describe an organic reaction: reactants, conditions, products, and yield From a dataset of the Open Reaction Database (ORD), a public repository of structured organic reaction records. Reactants: 3-(1,3-benzodioxol-4-yl)-6-fluoroalkyluracils, OC1=C(C=CC=C1)O (1,2-dihydroxybenzene), B(Br)(Br)Br (boron tribromide), aldehyde, O=P12OP3(=O)OP(=O)(O1)OP(=O)(O2)O3 (phosphorous pentoxide), ketone, COC1=C(C=CC=C1)OC (1,2-dimethoxybenzene), COC1=C(C=C(C=C1)F)OC (1,2-dimethoxy-4-fluorobenzene), OC1=C(C=CC=C1)O (dihydroxybenzene). Run in CC(=O)C (acetone). The product is O1COC2=C1C=CC=C2 (1,3-benzodioxole). Reaction SMILES: C[O:2][C:3]1[CH:8]=[CH:7][CH:6]=[CH:5][C:4]=1[O:9][CH3:10].COC1C=CC(F)=CC=1OC.B(Br)(Br)Br.OC1C=CC=CC=1O.O=P12OP3(OP(OP(O3)(O1)=O)(=O)O2)=O>CC(C)=O>[O:2]1[C:3]2[CH:8]=[CH:7][CH:6]=[CH:5][C:4]=2[O:9][CH2:10]1. Procedure: The 3-(1,3-benzodioxol-4-yl)-6-fluoroalkyluracils of this invention may be synthesized by first reacting a 1,2-dimethoxybenzene, for example, 1,2-dimethoxy-4-fluorobenzene, with boron tribromide to give the corresponding 1,2-dihydroxybenzene. The dihydroxybenzene and a ketone or aldehyde, for example, acetone, are then reacted with phosphorous pentoxide to yield the 1,3-benzodioxole. The corresponding 1,3-benzodioxol-4-carboxylic acid is produced by treating the 1,3-benzodioxole with n-butyl lit... The reactants are S1C=C(C=C1)B(O)O (3-thiopheneboronic acid), ClC1=NC=CC(=N1)Cl (2,4-dichloropyrimidine), solution, C(=O)([O-])[O-].[Na+].[Na+] (Na2CO3). The reagents and catalysts are C=1C=CC(=CC1)[P](C=2C=CC=CC2)(C=3C=CC=CC3)[Pd]([P](C=4C=CC=CC4)(C=5C=CC=CC5)C=6C=CC=CC6)([P](C=7C=CC=CC7)(C=8C=CC=CC8)C=9C=CC=CC9)[P](C=1C=CC=CC1)(C=1C=CC=CC1)C=1C=CC=CC1 (Pd(PPh3)4). Solvent: C(C)#N (acetonitrile). Run at temperature 90 celsius. Yields the product ClC1=NC=CC(=N1)C1=CSC=C1 (2-Chloro-4-thiophen-3-yl-pyrimidine). The yield is 88.5%. RXN SMILES: [S:1]1[CH:5]=[CH:4][C:3](B(O)O)=[CH:2]1.[Cl:9][C:10]1[N:15]=[C:14](Cl)[CH:13]=[CH:12][N:11]=1.C([O-])([O-])=O.[Na+].[Na+]>C(#N)C.C1C=CC([P]([Pd]([P](C2C=CC=CC=2)(C2C=CC=CC=2)C2C=CC=CC=2)([P](C2C=CC=CC=2)(C2C=CC=CC=2)C2C=CC=CC=2)[P](C2C=CC=CC=2)(C2C=CC=CC=2)C2C=CC=CC=2)(C2C=CC=CC=2)C2C=CC=CC=2)=CC=1>[Cl:9][C:10]1[N:15]=[C:14]([C:3]2[CH:4]=[CH:5][S:1][CH:2]=2)[CH:13]=[CH:12][N:11]=1 |f:2.3.4,^1:29,31,50,69|. Procedure: To a solution of 3-thiopheneboronic acid (500 mg, 3.91 mmol) and 2,4-dichloropyrimidine (1.16 g, 7.81 mmol) in acetonitrile (20 mL) was added a 0.4 M solution of Na2CO3 (20 mL) followed by Pd(PPh3)4 (450 mg, 0.39 mmol). The suspension was degassed and heated at 90° C. for 16 h under nitrogen, cooled down, concentrated and extracted with EtOAc. Organic layer was successively washed with saturated solution of NH4Cl, brine, dried over anhydrous Na2SO4, filtered and concentrated. The residue was pur... Reactants: C(#N)C1=CC=C(CNC(C(OC)C2=C(C(=CC=C2F)O)F)=O)C=C1 ((RS)-N-(4-cyano-benzyl)-2-(2,6-difluoro-3-hydroxy-phenyl)-2-methoxy-acetamide), C(#N)C1=CC=C(CNC(=O)C(C=2C(=C(C=CC2F)OS(=O)(=O)C(F)(F)F)F)OCC)C=C1 ((RS)-trifluoro-methanesulfonic acid 3-[(4-cyano-benzylcarbamoyl)-ethoxy-methyl]-2,4-difluoro-phenyl ester). The product is C(#N)C1=CC=C(CNC(=O)C(C=2C(=C(C=CC2F)OS(=O)(=O)C(F)(F)F)F)OC)C=C1 ((RS)-Trifluoro-methanesulfonic acid 3-[(4-cyano-benzylcarbamoyl)-methoxy-methyl]-2,4-difluoro-phenyl ester). As a reaction SMILES: C(C1C=CC(CNC(=O)C(C2C(F)=CC=C(O)C=2F)OC)=CC=1)#N.[C:25]([C:27]1[CH:56]=[CH:55][C:30]([CH2:31][NH:32][C:33]([CH:35]([O:52][CH2:53]C)[C:36]2[C:37]([F:51])=[C:38]([O:43][S:44]([C:47]([F:50])([F:49])[F:48])(=[O:46])=[O:45])[CH:39]=[CH:40][C:41]=2[F:42])=[O:34])=[CH:29][CH:28]=1)#[N:26]>>[C:25]([C:27]1[CH:56]=[CH:55][C:30]([CH2:31][NH:32][C:33]([CH:35]([O:52][CH3:53])[C:36]2[C:37]([F:51])=[C:38]([O:43][S:44]([C:47]([F:49])([F:48])[F:50])(=[O:46])=[O:45])[CH:39]=[CH:40][C:41]=2[F:42])=[O:34])=[CH:29][CH:28]=1)#[N:26]. Procedure details: (RS)-Trifluoro-methanesulfonic acid 3-[(4-cyano-benzylcarbamoyl)-methoxy-methyl]-2,4-difluoro-phenyl ester was prepared from (RS)-N-(4-cyano-benzyl)-2-(2,6-difluoro-3-hydroxy-phenyl)-2-methoxy-acetamide in analogy to (RS)-trifluoro-methanesulfonic acid 3-[(4-cyano-benzylcarbamoyl)-ethoxy-methyl]-2,4-difluoro-phenyl ester (example 217). Yellow oil. MS 482.3 ([M+NH4]+). The reactants are COCCOC1=CC=2N(C=C1)C(=CN2)C(=O)OCC (Ethyl 7-(2-methoxyethoxy)imidazo[1,2-a]pyridine-3-carboxylate), O1CCCC1 (tetrahydrofuran), Cl (Hydrochloric acid), O.[OH-].[Li+] (Lithium hydroxide monohydrate). Run in O (water), C(C)O (ethanol), O (Water). Reaction conditions: temperature 40 celsius. Yields the product COCCOC1=CC=2N(C=C1)C(=CN2)C(=O)O (7-(2-methoxyethoxy)imidazo[1,2-a]pyridine-3-carboxylic acid). Yield: 90.6%. RXN SMILES: [CH3:1][O:2][CH2:3][CH2:4][O:5][C:6]1[CH:11]=[CH:10][N:9]2[C:12]([C:15]([O:17]CC)=[O:16])=[CH:13][N:14]=[C:8]2[CH:7]=1.O1CCCC1.O.[OH-].[Li+].Cl>O.C(O)C>[CH3:1][O:2][CH2:3][CH2:4][O:5][C:6]1[CH:11]=[CH:10][N:9]2[C:12]([C:15]([OH:17])=[O:16])=[CH:13][N:14]=[C:8]2[CH:7]=1 |f:2.3.4|. Reported procedure: Ethyl 7-(2-methoxyethoxy)imidazo[1,2-a]pyridine-3-carboxylate (6.06 g; 22.9 mmol) was mixed with tetrahydrofuran (225 mL), ethanol (110 mL) and water (55 mL). Lithium hydroxide monohydrate (0.962 g; 22.9 mmol) was added. The mixture was stirred under an atmosphere of nitrogen and heated at 40° C. for 22 hours. The mixture was allowed to cool and then concentrated under reduced pressure to give a yellow gum. Water (50 mL) was added and the mixture stirred to until homogeneous. Hydrochloric acid (... The reactants are CN (MeNH2), FC1=C(C=C(C(=C1)[N+](=O)[O-])F)F (1,2,4-trifluoro-5-nitrobenzene). The solvent is C1CCOC1 (THF), C1CCOC1 (THF). Conditions: temperature -20 celsius, time 1 hour. Yields the product FC1=CC(=C(NC)C=C1F)[N+](=O)[O-] (4,5-Difluoro-N-methyl-2-nitroaniline). RXN SMILES: [CH3:1][NH2:2].[F:3][C:4]1[CH:9]=[C:8]([N+:10]([O-:12])=[O:11])[C:7](F)=[CH:6][C:5]=1[F:14]>C1COCC1>[F:3][C:4]1[C:5]([F:14])=[CH:6][C:7]([NH:2][CH3:1])=[C:8]([N+:10]([O-:12])=[O:11])[CH:9]=1. Procedure: A solution of MeNH2 in THF (5.7 mL, 2 M, 11 mmol) was added dropwise to a solution of 1,2,4-trifluoro-5-nitrobenzene (1.0 g, 5.7 mmol) in THF (10 mL) at −20° C. The mixture was stirred at −20° C. for 1 h, concentrated, washed with brine and extracted with EtOAc. The organic layer was dried over Na2SO4, filtered and concentrated. Crystallization from EtOAc/PE gave the sub-title compound. Yield: 1.0 g (81%). Starting materials: NC[C@@H]1[C@H]2C[C@H]2CN1C(=O)C=1N=C(SC1C=1C=C(C=CC1)C)C (((1S,2S,5R)-2-Aminomethyl-3-aza-bicyclo[3.1.0]hex-3-yl)-(2-methyl-5-m-tolyl-thiazol-4-yl)-methanone), BrC1=C(C(=O)O)C=C(C=C1)C (2-Bromo-5-methyl-benzoic acid). The product is BrC1=C(C(=O)NC[C@@H]2[C@H]3C[C@H]3CN2C(=O)C=2N=C(SC2C=2C=C(C=CC2)C)C)C=C(C=C1)C (2-Bromo-5-methyl-N-[(1S,2S,5R)-3-(2-methyl-5-m-tolyl-thiazole-4-carbonyl)-3-aza-bicyclo[3.1.0]hex-2-ylmethyl]-benzamide). As a reaction SMILES: [NH2:1][CH2:2][C@H:3]1[N:8]([C:9]([C:11]2[N:12]=[C:13]([CH3:23])[S:14][C:15]=2[C:16]2[CH:17]=[C:18]([CH3:22])[CH:19]=[CH:20][CH:21]=2)=[O:10])[CH2:7][C@H:6]2[C@@H:4]1[CH2:5]2.[Br:24][C:25]1[CH:33]=[CH:32][C:31]([CH3:34])=[CH:30][C:26]=1[C:27](O)=[O:28]>>[Br:24][C:25]1[CH:33]=[CH:32][C:31]([CH3:34])=[CH:30][C:26]=1[C:27]([NH:1][CH2:2][C@H:3]1[N:8]([C:9]([C:11]2[N:12]=[C:13]([CH3:23])[S:14][C:15]=2[C:16]2[CH:17]=[C:18]([CH3:22])[CH:19]=[CH:20][CH:21]=2)=[O:10])[CH2:7][C@H:6]2[C@@H:4]1[CH2:5]2)=[O:28]. Procedure details: prepared by reaction of ((1S,2S,5R)-2-Aminomethyl-3-aza-bicyclo[3.1.0]hex-3-yl)-(2-methyl-5-m-tolyl-thiazol-4-yl)-methanone with 2-Bromo-5-methyl-benzoic acid. Starting materials: BrCCOC1=CC=C(C=C1)N1C(N(C=C1)C1=CC=C(C=C1)OC1CCCC1)=O (1-[4-(2-Bromoethoxy)phenyl]-3-(4-cyclopentyloxyphenyl)-1,3-dihydroimidazol-2-one), N1N=CN=C1 (1,2,4-triazole). Product: C1(CCCC1)OC1=CC=C(C=C1)N1C(N(C=C1)C1=CC=C(C=C1)OCCN1C=NN=C1)=O (1-(4-Cyclopentyloxyphenyl)-3-[4-(2-[1,2,4]triazol-4-ylethoxy)phenyl]-1,3-dihydroimidazol-2-one). RXN SMILES: Br[CH2:2][CH2:3][O:4][C:5]1[CH:10]=[CH:9][C:8]([N:11]2[CH:15]=[CH:14][N:13]([C:16]3[CH:21]=[CH:20][C:19]([O:22][CH:23]4[CH2:27][CH2:26][CH2:25][CH2:24]4)=[CH:18][CH:17]=3)[C:12]2=[O:28])=[CH:7][CH:6]=1.[NH:29]1[CH:33]=[N:32][CH:31]=[N:30]1>>[CH:23]1([O:22][C:19]2[CH:18]=[CH:17][C:16]([N:13]3[CH:14]=[CH:15][N:11]([C:8]4[CH:7]=[CH:6][C:5]([O:4][CH2:3][CH2:2][N:32]5[CH:31]=[N:30][N:29]=[CH:33]5)=[CH:10][CH:9]=4)[C:12]3=[O:28])=[CH:21][CH:20]=2)[CH2:24][CH2:25][CH2:26][CH2:27]1. Procedure: 1-[4-(2-Bromoethoxy)phenyl]-3-(4-cyclopentyloxyphenyl)-1,3-dihydroimidazol-2-one was reacted with 1,2,4-triazole as described in example 5. The product with the molecular weight of 431.50 (C24H25N5O3); MS (ESI): 432 ([M+H]+) was obtained in this way.